The task is: describe an organic reaction: reactants, conditions, products, and yield. This data is from the Open Reaction Database (ORD), a public repository of structured organic reaction records. The reactants are C(CO)O (ethylene glycol), C(C)(C)(C)N1N=CC(=C(C1=O)C)Cl (2-t-butyl-5-chloro-4-methyl-3(2H)-pyridazinone), [OH-].[K+] (potassium hydroxide), Cl (hydrochloric acid). Solvent: O (water). Run at temperature 130 celsius, time 4 hour. The product is C(C)(C)(C)N1N=CC(=C(C1=O)C)O (2-t-butyl-5-hydroxy-4-methyl-3(2H)-pyridazinone). RXN SMILES: C(O)C[OH:3].[C:5]([N:9]1[C:14](=[O:15])[C:13]([CH3:16])=[C:12](Cl)[CH:11]=[N:10]1)([CH3:8])([CH3:7])[CH3:6].[OH-].[K+].Cl>O>[C:5]([N:9]1[C:14](=[O:15])[C:13]([CH3:16])=[C:12]([OH:3])[CH:11]=[N:10]1)([CH3:8])([CH3:7])[CH3:6] |f:2.3|. Procedure details: To 30 ml of ethylene glycol were added 20 g (0.01 mol) of 2-t-butyl-5-chloro-4-methyl-3(2H)-pyridazinone and 2.8 g (0.05 mol) of potassium hydroxide and the mixture was stirred at 130° C. for 4 hours. After allowing to cool, the mixture was poured into 200 ml of water and added with 20 ml of 6N hydrochloric acid. The precipitated crystals were gathered by filtration. After drying, the crystals were washed with 30 ml of hot isopropyl ether to obtain 1.7 g of 2-t-butyl-5-hydroxy-4-methyl-3(2H)-pyr... Reactants: COC1=CC=C(C=O)C=C1 (4-methoxybenzaldehyde), ClC1=CC=C(CC2C(OC(OC2=O)(C)C)=O)C=C1 (5-(4-chlorobenzyl)-2,2-dimethyl-1,3-dioxane-4,6-dione), BrC=1C=C2C(=C(C(=NC2=CC1)Cl)CC1=CC=C(C=C1)Cl)Cl (6-bromo-2,4-dichloro-3-(4-chlorobenzyl)quinoline). The product is COC1=CC=C(CC2C(OC(OC2=O)(C)C)=O)C=C1 (5-(4-Methoxybenzyl)-2,2-dimethyl-1,3-dioxane-4,6-dione). Reaction SMILES: [CH3:1][O:2][C:3]1[CH:10]=[CH:9][C:6]([CH:7]=O)=[CH:5][CH:4]=1.ClC1C=CC(C[CH:17]2[C:22](=[O:23])[O:21][C:20]([CH3:25])([CH3:24])[O:19][C:18]2=[O:26])=CC=1.BrC1C=C2C(=CC=1)N=C(Cl)C(CC1C=CC(Cl)=CC=1)=C2Cl>>[CH3:1][O:2][C:3]1[CH:10]=[CH:9][C:6]([CH2:7][CH:17]2[C:22](=[O:23])[O:21][C:20]([CH3:25])([CH3:24])[O:19][C:18]2=[O:26])=[CH:5][CH:4]=1. Procedure details: The title compound was prepared using 4-methoxybenzaldehyde in place of 4-chlorobenzaldehyde using the procedure described for the preparation of 5-(4-chlorobenzyl)-2,2-dimethyl-1,3-dioxane-4,6-dione (Intermediate 3: step a).